This data is from the Open Reaction Database (ORD), a public repository of structured organic reaction records. The task is: describe an organic reaction: reactants, conditions, products, and yield The reactants are Cc1ccccc1, c1ccc(-n2nc3ccccc3c2NC2CCCCC2)cc1, O=C=Nc1ccccc1F. Reaction SMILES: [CH3:33][c:34]1[cH:35][cH:36][cH:37][cH:38][cH:39]1.[CH:1]1([NH:7][c:8]2[n:9](-[c:17]3[cH:18][cH:19][cH:20][cH:21][cH:22]3)[n:10][c:11]3[cH:12][cH:13][cH:14][cH:15][c:16]23)[CH2:2][CH2:3][CH2:4][CH2:5][CH2:6]1.[F:23][c:24]1[c:25]([N:30]=[C:31]=[O:32])[cH:26][cH:27][cH:28][cH:29]1>>[CH:1]1([N:7]([c:8]2[n:9](-[c:17]3[cH:18][cH:19][cH:20][cH:21][cH:22]3)[n:10][c:11]3[cH:12][cH:13][cH:14][cH:15][c:16]23)[C:31]([NH:30][c:25]2[c:24]([F:23])[cH:29][cH:28][cH:27][cH:26]2)=[O:32])[CH2:2][CH2:3][CH2:4][CH2:5][CH2:6]1. Product: O=C(Nc1ccccc1F)N(c1c2ccccc2nn1-c1ccccc1)C1CCCCC1. The reactants are CN(CC(=O)O)NC(=O)NCc1ccc(Cl)cc1, CCOC(OCC)C(C)N(Cc1cccc2cccnc12)C(=O)C(N)Cc1ccc(OC(C)(C)C)cc1. The product is CCOC(OCC)C(C)N(Cc1cccc2cccnc12)C(=O)C(Cc1ccc(OC(C)(C)C)cc1)NC(=O)CN(C)NC(=O)NCc1ccc(Cl)cc1. Reaction SMILES: [Cl:1][c:2]1[cH:3][cH:4][c:5]([CH2:6][NH:7][C:8](=[O:9])[NH:10][N:11]([CH3:12])[CH2:13][C:14](=[O:15])[OH:16])[cH:17][cH:18]1.[NH2:19][CH:20]([C:21](=[O:22])[N:23]([CH2:24][c:25]1[cH:26][cH:27][cH:28][c:29]2[cH:30][cH:31][cH:32][n:33][c:34]12)[CH:35]([CH:36]([O:37][CH2:38][CH3:39])[O:40][CH2:41][CH3:42])[CH3:43])[CH2:44][c:45]1[cH:46][cH:47][c:48]([O:51][C:52]([CH3:53])([CH3:54])[CH3:55])[cH:49][cH:50]1>>[Cl:1][c:2]1[cH:3][cH:4][c:5]([CH2:6][NH:7][C:8](=[O:9])[NH:10][N:11]([CH3:12])[CH2:13][C:14](=[O:16])[NH:19][CH:20]([C:21](=[O:22])[N:23]([CH2:24][c:25]2[cH:26][cH:27][cH:28][c:29]3[cH:30][cH:31][cH:32][n:33][c:34]23)[CH:35]([CH:36]([O:37][CH2:38][CH3:39])[O:40][CH2:41][CH3:42])[CH3:43])[CH2:44][c:45]2[cH:46][cH:47][c:48]([O:51][C:52]([CH3:53])([CH3:54])[CH3:55])[cH:49][cH:50]2)[cH:17][cH:18]1. The reactants are ClC1=CC=C(C=C1)C([C@H](CCC)C1=CC=C(C(=O)NCCC(=O)OCC)C=C1)C1=CC2=CC=C(C=C2C=C1)OC (Ethyl N-(4-{(1S)-1-[(4-chlorophenyl)(6-methoxy-2-naphthyl)methy]butyl}benzoyl)-β-alaninate), B(Br)(Br)Br (BBr3). The solvent is C(Cl)Cl (DCM), C(Cl)Cl (DCM). Reaction conditions: time 6 hour. Yields the product ClC1=CC=C(C=C1)C([C@H](CCC)C1=CC=C(C(=O)NCCC(=O)OCC)C=C1)C1=CC2=CC=C(C=C2C=C1)O (Ethyl N-(4-{(1S)-1-[(4-chlorophenyl)(6-hydroxy-2-naphthyl)methyl]butyl}benzoyl)-β-alaninate). As a reaction SMILES: [Cl:1][C:2]1[CH:7]=[CH:6][C:5]([CH:8]([C:29]2[CH:38]=[CH:37][C:36]3[C:31](=[CH:32][CH:33]=[C:34]([O:39]C)[CH:35]=3)[CH:30]=2)[C@@H:9]([C:13]2[CH:28]=[CH:27][C:16]([C:17]([NH:19][CH2:20][CH2:21][C:22]([O:24][CH2:25][CH3:26])=[O:23])=[O:18])=[CH:15][CH:14]=2)[CH2:10][CH2:11][CH3:12])=[CH:4][CH:3]=1.B(Br)(Br)Br>C(Cl)Cl>[Cl:1][C:2]1[CH:3]=[CH:4][C:5]([CH:8]([C:29]2[CH:38]=[CH:37][C:36]3[C:31](=[CH:32][CH:33]=[C:34]([OH:39])[CH:35]=3)[CH:30]=2)[C@@H:9]([C:13]2[CH:28]=[CH:27][C:16]([C:17]([NH:19][CH2:20][CH2:21][C:22]([O:24][CH2:25][CH3:26])=[O:23])=[O:18])=[CH:15][CH:14]=2)[CH2:10][CH2:11][CH3:12])=[CH:6][CH:7]=1. Reported procedure: To a solution of ethyl N-(4-{(1S)-1-[(4-chlorophenyl)(6-methoxy-2-naphthyl)methyl]butyl}benzoyl)-β-alaninate (EXAMPLE 2, Step A, 300 mg, 0.538 mmol) in DCM (10 mL) at 0° C. was slowly added BBr3 (1.0 M in DCM, 2.69 mL, 2.69 mmol). The resulting mixture was allowed to warm to room temperature and stirred for 6 hours. After diluting with DCM, the mixture was washed with water, then saturated NaCl (aq). The organic layer was dried over MgSO4, filtered, then concentrated to afford the title product.... The reactants are Cc1nc(N2CCC(Br)C2=O)sc1C(=O)NCc1ccc(F)cc1, NCc1ccc(F)cc1. Product: Cc1nc(N2CCC(NCc3ccc(F)cc3)C2=O)sc1C(=O)NCc1ccc(F)cc1. Reaction SMILES: [Br:10][CH:11]1[C:12](=[O:33])[N:13]([c:16]2[s:17][c:18]([C:22](=[O:23])[NH:24][CH2:25][c:26]3[cH:27][cH:28][c:29]([F:32])[cH:30][cH:31]3)[c:19]([CH3:21])[n:20]2)[CH2:14][CH2:15]1.[F:1][c:2]1[cH:3][cH:4][c:5]([CH2:8][NH2:9])[cH:6][cH:7]1>>[F:1][c:2]1[cH:3][cH:4][c:5]([CH2:8][NH:9][CH:11]2[C:12](=[O:33])[N:13]([c:16]3[s:17][c:18]([C:22](=[O:23])[NH:24][CH2:25][c:26]4[cH:27][cH:28][c:29]([F:32])[cH:30][cH:31]4)[c:19]([CH3:21])[n:20]3)[CH2:14][CH2:15]2)[cH:6][cH:7]1.